Dataset: the Open Reaction Database (ORD), a public repository of structured organic reaction records. Task: describe an organic reaction: reactants, conditions, products, and yield Reactants: O(C1=CC=CC=C1)C1=C(C(=O)O)C=CC=C1 (2-phenoxybenzoic acid), C(C(=O)Cl)(=O)Cl (oxalyl chloride). Reagents/catalysts: CN(C)C=O (DMF). Solvent: ClCCl (dichloromethane), ClCCl (dichloromethane). Reaction conditions: time 10 minute. Yields the product O(C1=CC=CC=C1)C1=C(C(=O)Cl)C=CC=C1 (2-Phenoxybenzoic acid chloride). As a reaction SMILES: [O:1]([C:8]1[CH:16]=[CH:15][CH:14]=[CH:13][C:9]=1[C:10](O)=[O:11])[C:2]1[CH:7]=[CH:6][CH:5]=[CH:4][CH:3]=1.C(Cl)(=O)C([Cl:20])=O>CN(C=O)C.ClCCl>[O:1]([C:8]1[CH:16]=[CH:15][CH:14]=[CH:13][C:9]=1[C:10]([Cl:20])=[O:11])[C:2]1[CH:7]=[CH:6][CH:5]=[CH:4][CH:3]=1. Procedure: To a solution of 2-phenoxybenzoic acid (Aldrich) (500 mg, 2.33 mmol) and DMF (1 drop) in dichloromethane (10 mL) at RT was added dropwise a solution of oxalyl chloride in dichloromethane (2.0M, 1.28 mL, 2.56 mmol). Bubbling of escaping gasses continued for 10 min after addition. The reaction was stirred at RT for 60 min, then concentrated in vacuo to give title compound as an oil.